From a dataset of the Open Reaction Database (ORD), a public repository of structured organic reaction records. describe an organic reaction: reactants, conditions, products, and yield The reactants are CCO, CCN(C(C)C)C(C)C, C1=CCC2CNC(C1)CN2c1ccc2c(c1)OCCO2, c1cc(OCC2CO2)c2cc[nH]c2c1. The product is OC(COc1cccc2[nH]ccc12)CN1CC2CC=CCC1CN2c1ccc2c(c1)OCCO2. Reaction SMILES: [CH3:44][CH2:45][OH:46].[CH:35]([N:36]([CH2:37][CH3:38])[CH:39]([CH3:40])[CH3:41])([CH3:42])[CH3:43].[O:1]1[CH2:2][CH2:3][O:4][c:5]2[c:6]1[cH:7][cH:8][c:9]([N:11]1[CH:12]3[CH2:13][CH:14]=[CH:15][CH2:16][CH:17]([CH2:18]1)[NH:19][CH2:20]3)[cH:10]2.[O:21]1[CH:22]([CH2:24][O:25][c:26]2[c:27]3[cH:28][cH:29][nH:30][c:31]3[cH:32][cH:33][cH:34]2)[CH2:23]1>>[O:1]1[CH2:2][CH2:3][O:4][c:5]2[c:6]1[cH:7][cH:8][c:9]([N:11]1[CH:12]3[CH2:13][CH:14]=[CH:15][CH2:16][CH:17]([CH2:18]1)[N:19]([CH2:23][CH:22]([OH:21])[CH2:24][O:25][c:26]1[c:27]4[cH:28][cH:29][nH:30][c:31]4[cH:32][cH:33][cH:34]1)[CH2:20]3)[cH:10]2. The reactants are Cl (hydrogen chloride), FC1=C(C=C(C(=C1F)F)F)C(Cl)(Cl)Cl (2,3,4,5-tetrafluoro-benzotrichloride), FeCl3, O (water), Cl (hydrogen chloride), O (Water). Product: FC1=C(C(=O)Cl)C=C(C(=C1F)F)F (2,3,4,5-tetrafluoro-benzoyl chloride). Isolated yield 89.3%. As a reaction SMILES: [F:1][C:2]1[C:7]([F:8])=[C:6]([F:9])[C:5]([F:10])=[CH:4][C:3]=1[C:11]([Cl:14])(Cl)Cl.Cl.[OH2:16]>>[F:1][C:2]1[C:7]([F:8])=[C:6]([F:9])[C:5]([F:10])=[CH:4][C:3]=1[C:11]([Cl:14])=[O:16]. Procedure details: 802 g of 2,3,4,5-tetrafluoro-benzotrichloride are initially introduced into a stirred apparatus, and 8 g of FeCl3 are added. Water is slowly metered in under the surface of the starting material at 120° C. (54 g of water in total). Vigorous evolution of hydrogen chloride immediately starts. The hydrogen chloride is passed to a destruction tower via the condenser. The mixture is stirred until the evolution of gas has ended. The product is then distilled. 569 g of 2,3,4,5-tetrafluoro-benzoyl chlor... The reactants are [F-].[K+] (Potassium fluoride), FC(C(F)(F)F)(F)P(C(C(F)(F)F)(F)F)(C(C(F)(F)F)(F)F)=O (tris(pentafluoro-ethyl)phosphine oxide), P(C(F)(F)C(F)(F)F)(C(F)(F)C(F)(F)F)C(F)(F)C(F)(F)F ((C2F5)3P), C(C=C)OCCO (2-allyloxyethanol). Run at temperature 0 celsius, time 20 hour. The product is FC(C(F)(F)F)(F)P(OCCOCC=C)(=O)C(C(F)(F)F)(F)F (2-(allyloxy)ethyl bis(pentafluoroethyl)phosphinate). The yield is 45.0%. RXN SMILES: [F-].[K+].P(C(C(F)(F)F)(F)F)(C(C(F)(F)F)(F)F)C(C(F)(F)F)(F)F.[CH2:25]([O:28][CH2:29][CH2:30][OH:31])[CH:26]=[CH2:27].[F:32][C:33]([P:39](=[O:54])(C(F)(F)C(F)(F)F)[C:40]([F:46])([F:45])[C:41]([F:44])([F:43])[F:42])([F:38])[C:34]([F:37])([F:36])[F:35]>>[F:38][C:33]([P:39]([C:40]([F:45])([F:46])[C:41]([F:43])([F:44])[F:42])(=[O:54])[O:31][CH2:30][CH2:29][O:28][CH2:25][CH:26]=[CH2:27])([F:32])[C:34]([F:37])([F:36])[F:35] |f:0.1|. Procedure: Potassium fluoride (0.277 g; 4.8 mmol) is suspended in tris(pentafluoro-ethyl)phosphine oxide, (C2F5)3P═O, (16.783 g; 41.5 mmol) in a 100 ml glass flask, cooled (0° C.), and 2-allyloxyethanol (4.188 g; 41.0 mmol) is added. The two-phase reaction suspension is stirred at 0° C. for 3 h and at room temperature for 20 h. After recondensation in vacuo (10−3 mbar) at 50° C. (decomposition is observed from 40° C.) and subsequent fractional distillation under reduced pressure (b.p.: 40 to 42° C. at 3.8·... Reactants: N1=CC=CC=C1 (pyridine), OC=1C=C(C=CC1)N1N=C(C=2C1=NC=CC2)C2=CC=CC=C2 (1-(3-hydroxyphenyl)-3-phenyl-1H-pyrazolo[3,4-b]pyridine). The product is COC=1C=C(C=CC1)NN (3-methoxyphenylhydrazine), hydrazone. RXN SMILES: [OH:1][C:2]1[CH:3]=[C:4]([N:8]2C3=NC=CC=C3C(C3C=CC=CC=3)=[N:9]2)[CH:5]=[CH:6][CH:7]=1.N1C=CC=C[CH:24]=1>>[CH3:24][O:1][C:2]1[CH:3]=[C:4]([NH:8][NH2:9])[CH:5]=[CH:6][CH:7]=1. Procedure details: Therein, among the starting compounds, for example, 1-(3-hydroxyphenyl)-3-phenyl-1H-pyrazolo[3,4-b]pyridine can be obtained by heating under reflux 2-chloro-3-benzoylpyridine and 3-methoxyphenylhydrazine in pyridine to obtain the corresponding hydrazone, and subjecting to ring-closure reaction the obtained hydrazone by heating under reflux in isopentyl alcohol with the use of potassium carbonate as a deacidifying agent to obtain 1-(3-methoxyphenyl)-3-phenyl-1H-pyrazolo[3,4-b]pyridine, followed b... Starting materials: CC1(C)NC(=O)N(c2ccc(Cl)c(C(F)(F)F)c2)C1=N, O. The product is CC1(C)NC(=O)N(c2ccc(Cl)c(C(F)(F)F)c2)C1=O. RXN SMILES: [F:1][C:2]([c:3]1[cH:4][c:5]([N:10]2[C:11](=[O:18])[NH:12][C:13]([CH3:16])([CH3:17])[C:14]2=[NH:15])[cH:6][cH:7][c:8]1[Cl:9])([F:19])[F:20].[OH2:21]>>[F:1][C:2]([c:3]1[cH:4][c:5]([N:10]2[C:11](=[O:18])[NH:12][C:13]([CH3:16])([CH3:17])[C:14]2=[O:21])[cH:6][cH:7][c:8]1[Cl:9])([F:19])[F:20]. The reactants are C1CCOC1, CC(C)[N-]C(C)C, CC=O, Clc1ccccn1, [Li+], O. Yields the product CC(O)c1cccnc1Cl. As a reaction SMILES: [CH2:20]1[O:21][CH2:22][CH2:23][CH2:24]1.[CH3:9][CH:10]([N-:11][CH:12]([CH3:13])[CH3:14])[CH3:15].[CH:16]([CH3:17])=[O:18].[Cl:1][c:2]1[cH:3][cH:4][cH:5][cH:6][n:7]1.[Li+:8].[OH2:19]>>[Cl:1][c:2]1[c:3]([CH:16]([CH3:17])[OH:18])[cH:4][cH:5][cH:6][n:7]1. The reactants are N (ammonia), NC=1C=NC=CC1NC (3-Amino-4-(methylamino) pyridine), COC(CCCCCO)OC (6,6-dimethoxyhexanol), C(C)O (ethanol). The reagents and catalysts are O.C(C)(=O)[O-].[Cu+2].C(C)(=O)[O-] (copper (II) acetate monohydrate). Solvent: O (water). The product is CN1C(=NC=2C=NC=CC21)CCCCCO (5-(1-Methylimidazo[4,5-c]pyrid-2-yl)pentanol). Isolated yield 30.1%. As a reaction SMILES: [NH2:1][C:2]1[CH:3]=[N:4][CH:5]=[CH:6][C:7]=1[NH:8][CH3:9].C[O:11][CH:12](OC)[CH2:13][CH2:14][CH2:15][CH2:16][CH2:17]O.C(O)C.N>O.C([O-])(=O)C.[Cu+2].C([O-])(=O)C.O>[CH3:9][N:8]1[C:7]2[CH:6]=[CH:5][N:4]=[CH:3][C:2]=2[N:1]=[C:17]1[CH2:16][CH2:15][CH2:14][CH2:13][CH2:12][OH:11] |f:4.5.6.7|. Procedure details: 3-Amino-4-(methylamino) pyridine (1.23 g), 6,6-dimethoxyhexanol (1.62 g), copper (II) acetate monohydrate (4 g), ethanol (30 ml) and water (30 ml) were mixed and then heated at 150° in a sealed tube for 3 hours. To the cold reaction mixture was added concentrated aqueous ammonia (5 cm3) and the mixture was then filtered through "Hyflo" (Trade Mark), diluted with water (50 ml) and extracted with methylene chloride (3×200 ml). The combined organic extracts were dried over Na2SO4, filtered, and eva... Starting materials: C1(CC1)C1=NC(=NO1)C1=NC=C2N1C1=CC=CC(=C1C(N2C2CC2)=O)Cl (5-cyclopropyl-1,2,4-oxadiazol-3-yl-4,5-dihydro-4-cyclopropyl-5-oxo-6-chloro-imidazo(1,5-a)quinazoline), C1(CC1)N1C(NC2=CC=CC(=C2C1=O)Cl)=O (3-cyclopropyl-5-chloro-1,2,3,4-tetrahydro-2,4-dioxo-quinazoline), C1(CC1)C1=NC(=NO1)C[N+]#[C-] (5-cyclopropyl-3-isocyanomethyl-1,2,4-oxadiazole). Product: C1(CC1)C1=NC(=NO1)C=1N=CN2C1N(C(C1=CC=CC=C21)=O)CC (3-(5-cyclopropyl-1,2,4-oxadiazol-3-yl)-4,5-dihydro-4-ethyl-5-oxo-imidazo(1,5-a)quinazoline). Reaction SMILES: C1(C2ON=C([C:9]3[N:13]4[C:14]5[C:19]([C:20](=[O:25])[N:21]([CH:22]6[CH2:24]C6)[C:12]4=[CH:11][N:10]=3)=[C:18](Cl)[CH:17]=[CH:16][CH:15]=5)N=2)CC1.C1([N:30]2[C:39](=[O:40])[C:38]3[C:33](=[CH:34]C=CC=3Cl)[NH:32][C:31]2=O)CC1.C1(C2ON=C(C[N+]#[C-])N=2)CC1>>[CH:38]1([C:39]2[O:40][N:32]=[C:31]([C:11]3[N:10]=[CH:9][N:13]4[C:14]5[C:19](=[CH:18][CH:17]=[CH:16][CH:15]=5)[C:20](=[O:25])[N:21]([CH2:22][CH3:24])[C:12]=34)[N:30]=2)[CH2:33][CH2:34]1. Procedure details: 3-(5-cyclopropyl-1,2,4-oxadiazol-3-yl-4,5-dihydro-4-cyclopropyl-5-oxo-6-chloro-imidazo(1,5-a)quinazoline. M.p. 232°-235° C. by reaction between 3-cyclopropyl-5-chloro-1,2,3,4-tetrahydro-2,4-dioxo-quinazoline and 5-cyclopropyl-3-isocyanomethyl-1,2,4-oxadiazole. Reactants: BrC=1OC=CC1 (2-bromofuran), C1(=CC=CC=C1)C#C (phenyl acetylene), ice water, N1[C@H](C(=O)O)CCC1 (L-proline), C([O-])([O-])=O.[Na+].[Na+] (sodium carbonate), [N-]=[N+]=[N-].[Na+] (sodium azide), O=C1C(O)=C([O-])[C@H](O1)[C@@H](O)CO.[Na+] (sodium ascorbate). The reagents and catalysts are O.O.O.O.O.S(=O)(=O)([O-])[O-].[Cu+2] (copper sulfate, pentahydrate). Solvent: O (H2O), CS(=O)C (DMSO). Run at temperature 65 celsius, time 10 minute. The product is O1C(=CC=C1)N1N=NC(=C1)C1=CC=CC=C1 (1-(furan-2-yl)-4-phenyl-1H-1,2,3-triazole). The yield is 5.0%. Reaction SMILES: Br[C:2]1[O:3][CH:4]=[CH:5][CH:6]=1.[C:7]1([C:13]#[CH:14])[CH:12]=[CH:11][CH:10]=[CH:9][CH:8]=1.N1CCC[C@H]1C(O)=O.C(=O)([O-])[O-].[Na+].[Na+].[N-:29]=[N+:30]=[N-:31].[Na+].O=C1O[C@H]([C@H](CO)O)C([O-])=C1O.[Na+]>O.O.O.O.O.S([O-])([O-])(=O)=O.[Cu+2].O.CS(C)=O>[O:3]1[CH:4]=[CH:5][CH:6]=[C:2]1[N:29]1[CH:14]=[C:13]([C:7]2[CH:12]=[CH:11][CH:10]=[CH:9][CH:8]=2)[N:31]=[N:30]1 |f:3.4.5,6.7,8.9,10.11.12.13.14.15.16|. Reported procedure: A stirred solution of 2-bromofuran (500 mg, 3.40 mmol) and phenyl acetylene (347 mg, 3.39 mmol) in a mixture of solvents (9:1 DMSO:H2O, 4 mL) was prepared in a Pierce reaction vessel. L-proline (78 mg, 0.68 mmol), sodium carbonate (72 mg, 0.68 mmol), sodium azide (265 mg, 4.07 mmol), copper sulfate, pentahydrate (43 mg, 0.17 mmol), and sodium ascorbate (67 mg, 0.34 mmol), respectively, were then added to the vessel. The reaction vessel was capped and the mixture was heated at 65° C. for 18 hours...